Task: describe an organic reaction: reactants, conditions, products, and yield. Dataset: the Open Reaction Database (ORD), a public repository of structured organic reaction records Reactants: C(C)(=O)O (acetic acid), N1CCCCC1 (piperidine), C(C1=CC=CC=C1)=O (Benzaldehyde), C(CCC(=O)C)(=O)OCC (ethyl levulinate). Solvent: C1=CC=CC=C1 (benzene), CCOCC (ether). The product is C(C)OC(CCC(C=CC1=CC=CC=C1)=O)=O (4-Oxo-6-phenyl-hex-5-enoic acid ethyl ester). Isolated yield 94.7%. As a reaction SMILES: [CH:1](=O)[C:2]1[CH:7]=[CH:6][CH:5]=[CH:4][CH:3]=1.[C:9]([O:16][CH2:17][CH3:18])(=[O:15])[CH2:10][CH2:11][C:12]([CH3:14])=[O:13].C(O)(=O)C.N1CCCCC1>C1C=CC=CC=1.CCOCC>[CH2:17]([O:16][C:9](=[O:15])[CH2:10][CH2:11][C:12](=[O:13])[CH:14]=[CH:1][C:2]1[CH:7]=[CH:6][CH:5]=[CH:4][CH:3]=1)[CH3:18]. Reported procedure: Benzaldehyde 69a (5.40 g, 50 mmol) and ethyl levulinate 97 (7.21 g, 50 mmol) were dissolved in benzene (25 mL) then glacial acetic acid (6 mL) and piperidine (2 mL) were added. The solution was stirred and refluxed under a Dean-Stark trap under argon for 5 hr. The solution was cooled and diluted with ether and washed twice with 2M HCl, 5% NaHCO3 brine and evaporated to give an oil 11.0 g, 95%. 1H NMR (300 MHz, CDCl3) δ 1.27, 3H, t(J 7.1); 2.69, 2H, t(J 6.7); 3.02, 2H, t(J 6.7); 4.16, 2H, q(J 7.1... Starting materials: CC(C)(C)OC(=O)N1CCN(C(=O)SCc2ccc(O[Si](C)(C)C(C)(C)C)cc2)CC1, CCCC[N+](CCCC)(CCCC)CCCC, C1CCOC1, [F-], O. Yields the product CC(C)(C)OC(=O)N1CCN(C(=O)SCc2ccc(O)cc2)CC1. As a reaction SMILES: [C:1]([CH3:2])([CH3:3])([CH3:4])[O:5][C:6](=[O:7])[N:8]1[CH2:9][CH2:10][N:11]([C:14]([S:15][CH2:16][c:17]2[cH:18][cH:19][c:20]([O:23][Si:24]([C:25]([CH3:26])([CH3:27])[CH3:28])([CH3:29])[CH3:30])[cH:21][cH:22]2)=[O:31])[CH2:12][CH2:13]1.[CH2:33]([N+:34]([CH2:35][CH2:36][CH2:37][CH3:38])([CH2:39][CH2:40][CH2:41][CH3:42])[CH2:43][CH2:44][CH2:45][CH3:46])[CH2:47][CH2:48][CH3:49].[CH2:50]1[O:51][CH2:52][CH2:53][CH2:54]1.[F-:32].[OH2:55]>>[C:1]([CH3:2])([CH3:3])([CH3:4])[O:5][C:6](=[O:7])[N:8]1[CH2:9][CH2:10][N:11]([C:14]([S:15][CH2:16][c:17]2[cH:18][cH:19][c:20]([OH:23])[cH:21][cH:22]2)=[O:31])[CH2:12][CH2:13]1. Reactants: C(#N)C1=CC=NC=C1 (4-cyanopyridine), NC=1SC(=C(C1C(=O)OCC)C)C (2-amino-4,5-dimethyl-3-ethoxycarbonyl-thiophene), O=P(Cl)(Cl)Cl (POCl3). The product is ClC=1C2=C(N=C(N1)C1=CC=NC=C1)SC(=C2C)C (4-chloro-2-(pyridin-4-yl)-5,6-dimethyl-thieno-[2,3-d]-pyrimidine). As a reaction SMILES: [C:1]([C:3]1[CH:8]=[CH:7][N:6]=[CH:5][CH:4]=1)#[N:2].[NH2:9][C:10]1[S:11][C:12]([CH3:21])=[C:13]([CH3:20])[C:14]=1[C:15](OCC)=O.O=P(Cl)(Cl)[Cl:24]>>[Cl:24][C:15]1[C:14]2[C:13]([CH3:20])=[C:12]([CH3:21])[S:11][C:10]=2[N:9]=[C:1]([C:3]2[CH:8]=[CH:7][N:6]=[CH:5][CH:4]=2)[N:2]=1. Procedure: With the procedure of Example 477, the reaction of 4-cyanopyridine and 2-amino-4,5-dimethyl-3-ethoxycarbonyl-thiophene, and the subsequent reaction with POCl3 yields 4-chloro-2-(pyridin-4-yl)-5,6-dimethyl-thieno-[2,3-d]-pyrimidine Reactants: CC(=O)NC1CCNCC1, O=S1CCN(c2nc(Cl)nc3c(SCc4ccccc4)ncnc23)CC1. The product is CC(=O)NC1CCN(c2nc(N3CCS(=O)CC3)c3ncnc(SCc4ccccc4)c3n2)CC1. Reaction SMILES: [C:27]([CH3:28])(=[O:29])[NH:30][CH:31]1[CH2:32][CH2:33][NH:34][CH2:35][CH2:36]1.[CH2:1]([c:2]1[cH:3][cH:4][cH:5][cH:6][cH:7]1)[S:8][c:9]1[n:10][cH:11][n:12][c:13]2[c:14]1[n:15][c:16]([Cl:26])[n:17][c:18]2[N:19]1[CH2:20][CH2:21][S:22](=[O:25])[CH2:23][CH2:24]1>>[CH2:1]([c:2]1[cH:3][cH:4][cH:5][cH:6][cH:7]1)[S:8][c:9]1[n:10][cH:11][n:12][c:13]2[c:14]1[n:15][c:16]([N:34]1[CH2:33][CH2:32][CH:31]([NH:30][C:27]([CH3:28])=[O:29])[CH2:36][CH2:35]1)[n:17][c:18]2[N:19]1[CH2:20][CH2:21][S:22](=[O:25])[CH2:23][CH2:24]1. The reactants are C(C)(C)(C)OC(CCOCCOCCOCCOCCO)=O (15-Hydroxy-4,7,10,13-tetraoxapentadecanoic Acid tert-Butyl Ester), C(C)O (ethanol), compound, C(Br)(Br)(Br)Br (carbontetrabromide), C1(=CC=CC=C1)P(C1=CC=CC=C1)C1=CC=CC=C1 (triphenylphosphine). Solvent: C1(=CC=CC=C1)C (toluene), ClCCl (dichloromethane). Reaction conditions: time 8 hour. The product is C(C)(C)(C)OC(CCOCCOCCOCCOCCBr)=O (15-Bromo-4,7,10,13-tetraoxapentadecanoic Acid tert-Butyl Ester). Yield: 47.5%. RXN SMILES: [C:1]([O:5][C:6](=[O:22])[CH2:7][CH2:8][O:9][CH2:10][CH2:11][O:12][CH2:13][CH2:14][O:15][CH2:16][CH2:17][O:18][CH2:19][CH2:20]O)([CH3:4])([CH3:3])[CH3:2].C(O)C.C(Br)(Br)(Br)[Br:27].C1(P(C2C=CC=CC=2)C2C=CC=CC=2)C=CC=CC=1>ClCCl.C1(C)C=CC=CC=1>[C:1]([O:5][C:6](=[O:22])[CH2:7][CH2:8][O:9][CH2:10][CH2:11][O:12][CH2:13][CH2:14][O:15][CH2:16][CH2:17][O:18][CH2:19][CH2:20][Br:27])([CH3:4])([CH3:3])[CH3:2]. Reported procedure: Alternatively, 1.61 g (5.03 mmol) of 9a was co-evaporated successively with 100% ethanol and toluene, then dried over anhydrous sodium sulfate and 4A molecular sieves in dichloromethane. The mixture was filtered and concentrated. To the dried compound (1.42 g) in 20 ml of dichloromethane was added 2.48 g of carbontetrabromide (CBr4, 7.47 mmol) and 1.50 g of triphenylphosphine (PPh3, 5.71 mmol). After stirring under an atmosphere of argon overnight, the reaction mixture was filtered through a sil...